Dataset: the Open Reaction Database (ORD), a public repository of structured organic reaction records. Task: describe an organic reaction: reactants, conditions, products, and yield Reactants: N(=[N+]=[N-])[C@H]1[C@@H]([C@@H](SC2=CC=CC=C2)O[C@H]([C@H]1OC(C1=CC=CC=C1)=O)C)O (phenyl 3-azido-4-O-benzoyl-3,6di-deoxy-1-thio-β-L-galactopyranoside), TEA, C(C(C)(C)C)(=O)Cl (pivaloyl chloride). Product: N(=[N+]=[N-])[C@H]1[C@@H]([C@@H](SC2=CC=CC=C2)O[C@H]([C@H]1OC(C1=CC=CC=C1)=O)C)OC(C(C)(C)C)=O (phenyl 3-azido-4-O-benzoyl-3,6-di-deoxy-2-O-pivaloyl-1-thio-β-L-galactopyranoside). Reagents/catalysts: CN(C)C=1C=CN=CC1 (DMAP). Reported procedure: To a solution of phenyl 3-azido-4-O-benzoyl-3,6di-deoxy-1-thio-β-L-galactopyranoside (β-18) (118 mg, 0.307 mmol) in 5 mL of CH2C2 is added TEA (256 μL, 1.87 mmol), pivaloyl chloride (114 μL, 0.921 mmol) and DMAP (19 mg, 0.154 mmol). The reaction mixture is stirred at room temperature for 12 h, diluted with 15 mL of CH2Cl2, washed with 1M HCl (2×10 mL), dried over Na2SO4, filtered and concentrated. The crude product is purified by flash chromatography (20% EtOAc/petroleum ether) to give 114 mg (8... Reaction SMILES: [N:1]([C@@H:4]1[C@H:16]([O:17][C:18](=[O:25])[C:19]2[CH:24]=[CH:23][CH:22]=[CH:21][CH:20]=2)[C@H:15]([CH3:26])[O:14][C@H:6]([S:7][C:8]2[CH:13]=[CH:12][CH:11]=[CH:10][CH:9]=2)[C@H:5]1[OH:27])=[N+:2]=[N-:3].[C:28](Cl)(=[O:33])[C:29]([CH3:32])([CH3:31])[CH3:30]>CN(C1C=CN=CC=1)C.C(Cl)Cl>[N:1]([C@@H:4]1[C@H:16]([O:17][C:18](=[O:25])[C:19]2[CH:20]=[CH:21][CH:22]=[CH:23][CH:24]=2)[C@H:15]([CH3:26])[O:14][C@H:6]([S:7][C:8]2[CH:13]=[CH:12][CH:11]=[CH:10][CH:9]=2)[C@H:5]1[O:27][C:28](=[O:33])[C:29]([CH3:32])([CH3:31])[CH3:30])=[N+:2]=[N-:3]. The yield is 79.1%. Reaction conditions: time 12 hour. Run in C(Cl)Cl (CH2Cl2).